Task: describe an organic reaction: reactants, conditions, products, and yield. Dataset: the Open Reaction Database (ORD), a public repository of structured organic reaction records Reactants: CCO, O=[N+]([O-])c1ccc(Nc2ccnc3[nH]ccc23)c(Cl)c1, Cl[Fe](Cl)Cl, [Fe], O. The product is Nc1ccc(Nc2ccnc3[nH]ccc23)c(Cl)c1. RXN SMILES: [CH3:22][CH2:23][OH:24].[Cl:1][c:2]1[c:3]([NH:11][c:12]2[c:13]3[c:14]([n:15][cH:16][cH:17]2)[nH:18][cH:19][cH:20]3)[cH:4][cH:5][c:6]([N+:8]([O-:9])=[O:10])[cH:7]1.[Cl:25][Fe:26]([Cl:27])[Cl:28].[Fe:29].[OH2:21]>>[Cl:1][c:2]1[c:3]([NH:11][c:12]2[c:13]3[c:14]([n:15][cH:16][cH:17]2)[nH:18][cH:19][cH:20]3)[cH:4][cH:5][c:6]([NH2:8])[cH:7]1. The reactants are O=C(O)CN(C1(c2ccc(Br)cc2)CCC1)S(=O)(=O)c1ccc(OC(F)F)cc1, CCCCO, CC(C)c1cc(C(C)C)c(-c2ccccc2P(C2CCCCC2)C2CCCCC2)c(C(C)C)c1, [K+], [K+], [K+], O=P([O-])([O-])[O-], OB(O)c1cncnc1. Yields the product O=C(O)CN(C1(c2ccc(-c3cncnc3)cc2)CCC1)S(=O)(=O)c1ccc(OC(F)F)cc1. Reaction SMILES: [Br:1][c:2]1[cH:3][cH:4][c:5]([C:8]2([N:12]([S:13](=[O:14])(=[O:15])[c:16]3[cH:17][cH:18][c:19]([O:22][CH:23]([F:24])[F:25])[cH:20][cH:21]3)[CH2:26][C:27](=[O:28])[OH:29])[CH2:9][CH2:10][CH2:11]2)[cH:6][cH:7]1.[CH2:81]([OH:82])[CH2:83][CH2:84][CH3:85].[CH:47]1([P:48]([CH:49]2[CH2:50][CH2:51][CH2:52][CH2:53][CH2:54]2)[c:55]2[cH:56][cH:57][cH:58][cH:59][c:60]2-[c:61]2[c:62]([CH:63]([CH3:64])[CH3:65])[cH:66][c:67]([CH:68]([CH3:69])[CH3:70])[cH:71][c:72]2[CH:73]([CH3:74])[CH3:75])[CH2:76][CH2:77][CH2:78][CH2:79][CH2:80]1.[K+:44].[K+:45].[K+:46].[P:39]([O-:40])([O-:41])([O-:42])=[O:43].[n:30]1[cH:31][n:32][cH:33][c:34]([B:36]([OH:37])[OH:38])[cH:35]1>>[c:2]1(-[c:34]2[cH:33][n:32][cH:31][n:30][cH:35]2)[cH:3][cH:4][c:5]([C:8]2([N:12]([S:13](=[O:14])(=[O:15])[c:16]3[cH:17][cH:18][c:19]([O:22][CH:23]([F:24])[F:25])[cH:20][cH:21]3)[CH2:26][C:27](=[O:28])[OH:29])[CH2:9][CH2:10][CH2:11]2)[cH:6][cH:7]1. The reactants are CC(O)CON(C)C(=O)OC(C)(C)C, CN(C)c1ccncc1, [Cl-], ClCCl, [NH4+], O=C1CCC(=O)O1. The product is CC(CON(C)C(=O)OC(C)(C)C)OC(=O)CCC(=O)O. Reaction SMILES: [CH3:1][N:2]([O:3][CH2:4][CH:5]([CH3:6])[OH:7])[C:8](=[O:9])[O:10][C:11]([CH3:12])([CH3:13])[CH3:14].[CH3:27][N:28]([c:29]1[cH:30][cH:31][n:32][cH:33][cH:34]1)[CH3:35].[Cl-:22].[Cl:24][CH2:25][Cl:26].[NH4+:23].[O:15]=[C:16]1[CH2:17][CH2:18][C:19](=[O:20])[O:21]1>>[CH3:1][N:2]([O:3][CH2:4][CH:5]([CH3:6])[O:7][C:19]([CH2:18][CH2:17][C:16](=[O:15])[OH:21])=[O:20])[C:8](=[O:9])[O:10][C:11]([CH3:12])([CH3:13])[CH3:14]. The reactants are N[C@H]([C@@H](O)C1=CC=C(C=C1)[N+](=O)[O-])CO ((1S,2S)-(+)-2-amino-1-(4-nitrophenyl)-1,3-propanediol), BrCCCCN1C(C=2C(C1=O)=CC=CC2)=O (N-(4-bromobutyl)phthalimide). The product is NCCCCN[C@@H]([C@H](O)C1=CC=C(C=C1)[N+](=O)[O-])CO ((1R,2R)-2-[(4-aminobutyl)amino]-1-(4-nitrophenyl)propane-1,3-diol). The yield is 68.9%. As a reaction SMILES: [NH2:1][C@@H:2]([CH2:14][OH:15])[C@H:3]([C:5]1[CH:10]=[CH:9][C:8]([N+:11]([O-:13])=[O:12])=[CH:7][CH:6]=1)[OH:4].Br[CH2:17][CH2:18][CH2:19][CH2:20][N:21]1C(=O)C2=CC=CC=C2C1=O>>[NH2:21][CH2:20][CH2:19][CH2:18][CH2:17][NH:1][C@H:2]([CH2:14][OH:15])[C@@H:3]([C:5]1[CH:6]=[CH:7][C:8]([N+:11]([O-:13])=[O:12])=[CH:9][CH:10]=1)[OH:4]. Reported procedure: By using (1S,2S)-(+)-2-amino-1-(4-nitrophenyl)-1,3-propanediol (3.0 g) and N-(4-bromobutyl)phthalimide (4.77 g) as starting materials, the title compound (2.76 g) was obtained in the same manner as that of Reference Example 139.